From a dataset of the Open Reaction Database (ORD), a public repository of structured organic reaction records. describe an organic reaction: reactants, conditions, products, and yield The reactants are C(C1=CC=CC=C1)OC1=C(C=CC=C1)C(C(=N)N)C (2-(2-benzyloxy-phenyl) propionamidine), Cl.CN (methylamine hydrochloride). Product: CNC(C(C)C1=C(C=CC=C1)OCC1=CC=CC=C1)=N (N-Methyl-2-(2-benzyloxyphenyl)propionamidine). Reaction SMILES: [CH2:1]([O:8][C:9]1[CH:14]=[CH:13][CH:12]=[CH:11][C:10]=1[CH:15]([CH3:19])[C:16]([NH2:18])=[NH:17])[C:2]1[CH:7]=[CH:6][CH:5]=[CH:4][CH:3]=1.Cl.[CH3:21]N>>[CH3:21][NH:17][C:16](=[NH:18])[CH:15]([C:10]1[CH:11]=[CH:12][CH:13]=[CH:14][C:9]=1[O:8][CH2:1][C:2]1[CH:3]=[CH:4][CH:5]=[CH:6][CH:7]=1)[CH3:19] |f:1.2|. Procedure details: N-Methyl-2-(2-benzyloxyphenyl)propionamidine was prepared by the method described in Example 88 for the synthesis of 2-(2-benzyloxy-phenyl) propionamidine using methylamine hydrochloride instead of ammonium hydrochloride. The reactants are CC(=O)Nc1ccc(S)cc1, O=C([O-])[O-], [Cs+], [Cs+], O=[N+]([O-])c1cc(O)ccc1Cl, CN(C)C=O. The product is CC(=O)Nc1ccc(Sc2ccc(O)cc2[N+](=O)[O-])cc1. Reaction SMILES: [C:12]([CH3:13])(=[O:14])[NH:15][c:16]1[cH:17][cH:18][c:19]([SH:22])[cH:20][cH:21]1.[C:23](=[O:24])([O-:25])[O-:26].[Cs+:27].[Cs+:28].[N+:1](=[O:2])([O-:3])[c:4]1[cH:5][c:6]([OH:11])[cH:7][cH:8][c:9]1[Cl:10].[O:29]=[CH:30][N:31]([CH3:32])[CH3:33]>>[N+:1](=[O:2])([O-:3])[c:4]1[cH:5][c:6]([OH:11])[cH:7][cH:8][c:9]1[S:22][c:19]1[cH:18][cH:17][c:16]([NH:15][C:12]([CH3:13])=[O:14])[cH:21][cH:20]1. The reactants are P(=O)(O)(O)CNCC(=O)O (N-phosphonomethylglycine), P(=O)(O)(O)CNCC(=O)O (N-phosphonomethylglycine), C(=O)N(CC(=O)O)CP(=O)(O)O (N-formyl-N-phosphonomethylglycine). Yields the product P(=O)(O)(O)CN(CC(=O)O)CC(=O)O (N-phosphonomethyliminodiacetic acid). Reaction SMILES: [P:1]([CH2:5][NH:6][CH2:7][C:8]([OH:10])=[O:9])([OH:4])([OH:3])=[O:2].C(N(CP(O)(O)=O)[CH2:14][C:15]([OH:17])=[O:16])=O>>[P:1]([CH2:5][N:6]([CH2:14][C:15]([OH:17])=[O:16])[CH2:7][C:8]([OH:10])=[O:9])([OH:4])([OH:3])=[O:2]. Procedure details: The percent selectivity to N-phosphonomethylglycine was determined by dividing the moles of N-phosphonomethylglycine and N-formyl-N-phosphonomethylglycine produced by the total moles of N-phosphonomethyliminodiacetic acid consumed and multiplying by 100. The percent conversion of N-phosphonomethyliminodiacetic acid was determined by dividing the moles of N-phosphonomethyliminodiacetic acid that were reacted by the total moles of starting N-phosphonomethyliminodiacetic acid and multiplying by 100... Reactants: O=c1cc(OCc2ccccc2)cnn1CCc1ccc(CO)cc1, ClCCl, BrP(Br)Br. Yields the product O=c1cc(OCc2ccccc2)cnn1CCc1ccc(CBr)cc1. Reaction SMILES: [CH2:1]([c:2]1[cH:3][cH:4][cH:5][cH:6][cH:7]1)[O:8][c:9]1[cH:10][c:11](=[O:25])[n:12]([CH2:15][CH2:16][c:17]2[cH:18][cH:19][c:20]([CH2:23][OH:24])[cH:21][cH:22]2)[n:13][cH:14]1.[Cl:30][CH2:31][Cl:32].[P:26]([Br:27])([Br:28])[Br:29]>>[CH2:1]([c:2]1[cH:3][cH:4][cH:5][cH:6][cH:7]1)[O:8][c:9]1[cH:10][c:11](=[O:25])[n:12]([CH2:15][CH2:16][c:17]2[cH:18][cH:19][c:20]([CH2:23][Br:27])[cH:21][cH:22]2)[n:13][cH:14]1. Starting materials: Brc1cncc(Br)c1, COc1cc(O)cc(OC)c1, CN(C)C=O, [H-], [Na+]. Product: COc1cc(OC)cc(Oc2cncc(Br)c2)c1. Reaction SMILES: [Br:14][c:15]1[cH:16][n:17][cH:18][c:19]([Br:20])[cH:21]1.[CH3:1][O:2][c:3]1[cH:4][c:5]([OH:11])[cH:6][c:7]([O:9][CH3:10])[cH:8]1.[CH3:22][N:23]([CH3:24])[CH:25]=[O:26].[H-:12].[Na+:13]>>[CH3:1][O:2][c:3]1[cH:4][c:5]([O:11][c:15]2[cH:16][n:17][cH:18][c:19]([Br:20])[cH:21]2)[cH:6][c:7]([O:9][CH3:10])[cH:8]1. The reactants are ClC1=NC(=C(N=C1)C1=CC=CC=C1)C1=CC=CC=C1 (2-Chloro-5,6-diphenylpyrazine), [N-]=[N+]=[N-].[Na+] (sodium azide). Solvent: CCOC(=O)C (EtOAc), CN(C)C=O (DMF). Conditions: temperature 100 celsius, time 8 hour. Yields the product N(=[N+]=[N-])C1=NC(=C(N=C1)C1=CC=CC=C1)C1=CC=CC=C1 (2-Azido-5,6-diphenylpyrazine). As a reaction SMILES: Cl[C:2]1[CH:7]=[N:6][C:5]([C:8]2[CH:13]=[CH:12][CH:11]=[CH:10][CH:9]=2)=[C:4]([C:14]2[CH:19]=[CH:18][CH:17]=[CH:16][CH:15]=2)[N:3]=1.[N-:20]=[N+:21]=[N-:22].[Na+]>CN(C=O)C.CCOC(C)=O>[N:20]([C:2]1[CH:7]=[N:6][C:5]([C:8]2[CH:13]=[CH:12][CH:11]=[CH:10][CH:9]=2)=[C:4]([C:14]2[CH:19]=[CH:18][CH:17]=[CH:16][CH:15]=2)[N:3]=1)=[N+:21]=[N-:22] |f:1.2|. Procedure details: To a stirred solution of 2-Chloro-5,6-diphenylpyrazine (45 mg, 0.17 mmol) in 500 μL DMF at room temperature under nitrogen was added sodium azide (11 mg, 0.17 mmol) and the reaction was warmed to 100° C. After stirring overnight, the reaction was cooled to room temperature, diluted with EtOAc (30 mL) and washed 4×30 mL with H2O and 1×30 mL with saturated NaCl. The organics were isolated, dried (MgSO4), filtered and concentrated to the 2-azidopyrazine, which exists as a yellow solid (45 mg, quant... Starting materials: COC(=O)CC(O)CN1CCN(C(=O)OCc2ccccc2)C(C)C1=O, [Li+], [OH-]. The product is CC1C(=O)N(CC(O)CC(=O)O)CCN1C(=O)OCc1ccccc1. Reaction SMILES: [CH2:1]([c:2]1[cH:3][cH:4][cH:5][cH:6][cH:7]1)[O:8][C:9](=[O:10])[N:11]1[CH:12]([CH3:26])[C:13](=[O:25])[N:14]([CH2:17][CH:18]([CH2:19][C:20](=[O:21])[O:22][CH3:23])[OH:24])[CH2:15][CH2:16]1.[Li+:27].[OH-:28]>>[CH2:1]([c:2]1[cH:3][cH:4][cH:5][cH:6][cH:7]1)[O:8][C:9](=[O:10])[N:11]1[CH:12]([CH3:26])[C:13](=[O:25])[N:14]([CH2:17][CH:18]([CH2:19][C:20](=[O:21])[OH:22])[OH:24])[CH2:15][CH2:16]1. Starting materials: C(CCC)[Li] (n-Butyllithium), BrC1=CC=C(C=C1)C1=C(C=2C(=NC=CC2)N1)C (2-(p-Bromophenyl)-3-methyl-pyrrolo-[2,3 -b]pyridine), C(=O)=O (CO2). Run in C1CCOC1 (THF). Product: C(=O)(O)C1=CC=C(C=C1)C1=C(C=2C(=NC=CC2)N1)C (2-(p-Carboxyphenyl)-3-methyl-pyrrolo[2,3-b]pyridine). As a reaction SMILES: Br[C:2]1[CH:7]=[CH:6][C:5]([C:8]2[NH:16][C:11]3=[N:12][CH:13]=[CH:14][CH:15]=[C:10]3[C:9]=2[CH3:17])=[CH:4][CH:3]=1.C([Li])CCC.[C:23](=[O:25])=[O:24]>C1COCC1>[C:23]([C:2]1[CH:7]=[CH:6][C:5]([C:8]2[NH:16][C:11]3=[N:12][CH:13]=[CH:14][CH:15]=[C:10]3[C:9]=2[CH3:17])=[CH:4][CH:3]=1)([OH:25])=[O:24]. Reported procedure: 2-(p-Bromophenyl)-3-methyl-pyrrolo-[2,3 -b]pyridine (1 g, 3.5 mmol) was dissolved in 200 ml dry THF, deaerated and cooled to -78° C. n-Butyllithium (5.19 ml, 8.4 mmol) was added dropwise and the mixture was allowed to reach room temperature CO2 (g) was bubbled through the solution for 10 min. Starting materials: [H-].[Al+3].[Li+].[H-].[H-].[H-] (lithium aluminum hydride), COC1=CC=C(C=N1)C1=CC=C(C=C1)CCC(=O)OC (methyl 3-[4-(6-methoxypyridin-3-yl)phenyl]propanoate). Run in O1CCCC1 (tetrahydrofuran), O1CCCC1 (tetrahydrofuran). Conditions: temperature 0 celsius, time 3 hour. Yields the product COC1=CC=C(C=N1)C1=CC=C(C=C1)CCC(=O)O (3-[4-(6-methoxypyridin-3-yl)phenyl]propanoic acid). Reaction SMILES: [H-].[Al+3].[Li+].[H-].[H-].[H-].[CH3:7][O:8][C:9]1[N:14]=[CH:13][C:12]([C:15]2[CH:20]=[CH:19][C:18]([CH2:21][CH2:22][C:23]([O:25]C)=[O:24])=[CH:17][CH:16]=2)=[CH:11][CH:10]=1>O1CCCC1>[CH3:7][O:8][C:9]1[N:14]=[CH:13][C:12]([C:15]2[CH:20]=[CH:19][C:18]([CH2:21][CH2:22][C:23]([OH:25])=[O:24])=[CH:17][CH:16]=2)=[CH:11][CH:10]=1 |f:0.1.2.3.4.5|. Reported procedure: To a stirred solution of lithium aluminum hydride (2.28 g) in tetrahydrofuran (120 mL), the compound obtained from step c above (8 g) in tetrahydrofuran (50 mL) was added at 0° C. The reaction mixture was stirred at 0° C. for 3 hours. The reaction mixture was quenched carefully with saturated ammonium chloride solution, filtered through celite, and washed with ethyl acetate. The organic layers were separated, washed with brine, and dried over anhydrous sodium sulfate, and solvents were evaporate...